From a dataset of the Open Reaction Database (ORD), a public repository of structured organic reaction records. describe an organic reaction: reactants, conditions, products, and yield Reactants: COC=1C=C(C=CC1)SC1=CC2=C(OC(C(=C2)C)(C)C)C=C1 (6-(3-Methoxyphenyl)thio-2,2,3-trimethyl-2H-benzo[b]pyran), [I-].[Li+] (lithium iodide). Solvent: N1=C(C=C(C=C1C)C)C (2,4,6-collidine), ClCCl (dichloromethane). Product: OC=1C=C(C=CC1)SC1=CC2=C(OC(C(=C2)C)(C)C)C=C1 (6-(3-hydroxyphenyl)thio-2,2,3-trimethyl-2H-benzo[b]pyran). Isolated yield 67.3%. RXN SMILES: C[O:2][C:3]1[CH:4]=[C:5]([S:9][C:10]2[CH:22]=[CH:21][C:13]3[O:14][C:15]([CH3:20])([CH3:19])[C:16]([CH3:18])=[CH:17][C:12]=3[CH:11]=2)[CH:6]=[CH:7][CH:8]=1.[I-].[Li+]>N1C(C)=CC(C)=CC=1C.ClCCl>[OH:2][C:3]1[CH:4]=[C:5]([S:9][C:10]2[CH:22]=[CH:21][C:13]3[O:14][C:15]([CH3:19])([CH3:20])[C:16]([CH3:18])=[CH:17][C:12]=3[CH:11]=2)[CH:6]=[CH:7][CH:8]=1 |f:1.2|. Reported procedure: 6-(3-Methoxyphenyl)thio-2,2,3-trimethyl-2H-benzo[b]pyran (3.5 g) (see Preparation 6) was dissolved in dry 2,4,6-collidine (15 ml), anhydrous lithium iodide (3 g) was added and the mixture was heated under reflux under a nitrogen atmosphere for 24 hours. After cooling, the mixture was taken up in dichloromethane and washed with 2N aqueous hydrochloric acid solution (×3). The organic layer was dried (anhydrous sodium sulphate), the solvent removed under reduced pressure and the residue chromatogra... Reactants: CCOCCO, COc1cc(N)c(C)cc1Cl, N#Cc1cnc2cc3ccccc3cc2c1Cl, Cl, c1ccncc1. The product is COc1cc(Nc2c(C#N)cnc3cc4ccccc4cc23)c(C)cc1Cl. RXN SMILES: [CH3:36][CH2:37][O:38][CH2:39][CH2:40][OH:41].[Cl:18][c:19]1[cH:20][c:21]([CH3:28])[c:22]([NH2:23])[cH:24][c:25]1[O:26][CH3:27].[Cl:1][c:2]1[c:3]([C:16]#[N:17])[cH:4][n:5][c:6]2[cH:7][c:8]3[c:9]([cH:10][c:11]12)[cH:12][cH:13][cH:14][cH:15]3.[ClH:29].[n:30]1[cH:31][cH:32][cH:33][cH:34][cH:35]1>>[c:2]1([NH:23][c:22]2[c:21]([CH3:28])[cH:20][c:19]([Cl:18])[c:25]([O:26][CH3:27])[cH:24]2)[c:3]([C:16]#[N:17])[cH:4][n:5][c:6]2[cH:7][c:8]3[c:9]([cH:10][c:11]12)[cH:12][cH:13][cH:14][cH:15]3. Reactants: COC(=O)CCC#CCCC(=O)OC, CO, c1ccc2ncccc2c1. Product: COC(=O)CCC=CCCC(=O)OC. As a reaction SMILES: [C:1](=[O:2])([O:3][CH3:4])[CH2:5][CH2:6][C:7]#[C:8][CH2:9][CH2:10][C:11](=[O:12])[O:13][CH3:14].[CH3:25][OH:26].[cH:15]1[cH:16][c:17]2[c:18]([n:19][cH:20][cH:21][cH:22]2)[cH:23][cH:24]1>>[C:1](=[O:2])([O:3][CH3:4])[CH2:5][CH2:6][CH:7]=[CH:8][CH2:9][CH2:10][C:11](=[O:12])[O:13][CH3:14]. Reactants: C(O)([O-])=O.[Na+] (sodium hydrogen carbonate), ClC1=CC=C(C=C1)C1SC2=C(NC1)C=CC=C2 (2-(4-chlorophenyl)-3,4-dihydro-2H-1,4-benzothiazine), CN(C1=CC=CC=C1)C (N,N-dimethylaniline), Cl.CN(C)CC(=O)Cl (dimethylaminoacetyl chloride hydrochloride). The solvent is C(Cl)Cl (methylene chloride). Reaction conditions: time 2.5 hour. Product: Cl.ClC1=CC=C(C=C1)C1SC2=C(N(C1)C(CN(C)C)=O)C=CC=C2 (2-(4-chlorophenyl)-4-(dimethylamino)acetyl-3,4-dihydro-2H-1,4-benzothiazine hydrochloride). Isolated yield 165.5%. RXN SMILES: [Cl:1][C:2]1[CH:7]=[CH:6][C:5]([CH:8]2[CH2:13][NH:12][C:11]3[CH:14]=[CH:15][CH:16]=[CH:17][C:10]=3[S:9]2)=[CH:4][CH:3]=1.CN(C)C1C=CC=CC=1.Cl.[CH3:28][N:29]([CH2:31][C:32](Cl)=[O:33])[CH3:30].C(=O)([O-])O.[Na+]>C(Cl)Cl>[ClH:1].[Cl:1][C:2]1[CH:3]=[CH:4][C:5]([CH:8]2[CH2:13][N:12]([C:32](=[O:33])[CH2:31][N:29]([CH3:30])[CH3:28])[C:11]3[CH:14]=[CH:15][CH:16]=[CH:17][C:10]=3[S:9]2)=[CH:6][CH:7]=1 |f:2.3,4.5,7.8|. Procedure: To a solution of 2-(4-chlorophenyl)-3,4-dihydro-2H-1,4-benzothiazine (0.52 g) and N,N-dimethylaniline (0.97 g) in methylene chloride (15 ml) is added dimethylaminoacetyl chloride hydrochloride (0.63 g) under ice cooling, and the mixture is stirred at the same temperature for 2.5 hours. To the reaction mixture is added aqueous sodium hydrogen carbonate solution, and is extracted with chloroform. The chloroform layer is washed, dried and distilled to remove the solvent. The residue is treated with... The reactants are CC(C)C(=O)CBr, CCOCC, CCOC(C)=O, Sc1ccccc1, c1ccncc1. As a reaction SMILES: [Br:14][CH2:15][C:16]([CH:17]([CH3:18])[CH3:19])=[O:20].[CH3:21][CH2:22][O:23][CH2:24][CH3:25].[CH3:26][CH2:27][O:28][C:29]([CH3:30])=[O:31].[SH:1][c:2]1[cH:3][cH:4][cH:5][cH:6][cH:7]1.[cH:8]1[cH:9][cH:10][n:11][cH:12][cH:13]1>>[S:1]([c:2]1[cH:3][cH:4][cH:5][cH:6][cH:7]1)[CH2:15][C:16]([CH:17]([CH3:18])[CH3:19])=[O:20]. Product: CC(C)C(=O)CSc1ccccc1.